From a dataset of the Open Reaction Database (ORD), a public repository of structured organic reaction records. describe an organic reaction: reactants, conditions, products, and yield The reactants are ClC=1C(=C(C2=C(OCCO2)C1)C1C(N(C2=CC=CC=C12)C(C1=CC=CC=C1)C1=CC=CC=C1)=O)O (3-(7-chloro-6-hydroxy-2,3-dihydro-1,4-benzodioxin-5-yl)-1-(diphenylmethyl)-1,3-dihydro-2H-indol-2-one), FC1=C(C#N)C=C(C(=C1)O)C1C(N(C2=CC=CC=C12)CC1=CC=C(C=C1)OC)=O (2-fluoro-4-hydroxy-5-[1-(4-methoxybenzyl)-2-oxo-2,3-dihydro-1H-indol-3-yl]benzonitrile). Yields the product C1(=CC=CC=C1)C(C1=CC=CC=C1)N1C(C2(C3=CC=CC=C13)COC1=C2C2=C(OCCO2)C=C1)=O ((diphenylmethyl)-2,3-dihydrospiro[furo[3,2-f][1,4]benzodioxine-9,3′-indol]-2′(1′H)-one). RXN SMILES: Cl[C:2]1[C:3]([OH:35])=[C:4]([CH:12]2[C:20]3[C:15](=[CH:16][CH:17]=[CH:18][CH:19]=3)[N:14]([CH:21]([C:28]3[CH:33]=[CH:32][CH:31]=[CH:30][CH:29]=3)[C:22]3[CH:27]=[CH:26][CH:25]=[CH:24][CH:23]=3)[C:13]2=[O:34])[C:5]2[O:10][CH2:9][CH2:8][O:7][C:6]=2[CH:11]=1.F[C:37]1C=C(O)C(C2C3C(=CC=CC=3)N(CC3C=CC(OC)=CC=3)C2=O)=CC=1C#N>>[C:28]1([CH:21]([N:14]2[C:15]3[C:20](=[CH:19][CH:18]=[CH:17][CH:16]=3)[C:12]3([C:4]4[C:5]5[O:10][CH2:9][CH2:8][O:7][C:6]=5[CH:11]=[CH:2][C:3]=4[O:35][CH2:37]3)[C:13]2=[O:34])[C:22]2[CH:27]=[CH:26][CH:25]=[CH:24][CH:23]=2)[CH:29]=[CH:30][CH:31]=[CH:32][CH:33]=1. Reported procedure: Following the procedure as described in EXAMPLE 2.40 and making non-critical variations using 3-(7-chloro-6-hydroxy-2,3-dihydro-1,4-benzodioxin-5-yl)-1-(diphenylmethyl)-1,3-dihydro-2H-indol-2-one to replace 2-fluoro-4-hydroxy-5-[1-(4-methoxybenzyl)-2-oxo-2,3-dihydro-1H-indol-3-yl]benzonitrile, (diphenylmethyl)-2,3-dihydrospiro[furo[3,2-f][1,4]benzodioxine-9,3′-indol]-2′(1′H)-one was obtained (65%) as a colorless solid: 1H NMR (300 MHz, CDCl3) δ7.42-7.26 (m, 10H), 7.20-7.15 (m, 1H), 7.11 (s, 1H),... Reactants: 3β,19-dihydroxy-5α-androstan-17-one 19-acetate, 3β,19-dihydroxy-5α-androstan-17-one 3-acetate, C[C@@]12[C@H](CC[C@H]1[C@@H]1CC[C@H]3C[C@H](CC[C@]3(CO)[C@H]1CC2)O)O (5α-androstane-3β,17β,19-triol), C[C@H]1CC(C[C@@H]2C[C@H]([C@H]3[C@@H]4CC[C@@H]([C@@]4(C)CC[C@@H]3[C@@]12CO[Si](C1=CC=CC=C1)(C1=CC=CC=C1)C1=CC=CC=C1)O[Si](C1=CC=CC=C1)(C1=CC=CC=C1)C1=CC=CC=C1)C)=O (1α,7α-dimethyl-17β,19-di(triphenylsiloxy)-5α-androstan-3-one). Yields the product C1(=CC=CC=C1)[Si](O[C@@H]1C[C@@H]2CC[C@H]3[C@@H]4CC[C@@H]([C@@]4(C)CC[C@@H]3[C@]2(CC1)CO[Si](C1=CC=CC=C1)(C1=CC=CC=C1)C1=CC=CC=C1)O[Si](C1=CC=CC=C1)(C1=CC=CC=C1)C1=CC=CC=C1)(C1=CC=CC=C1)C1=CC=CC=C1 (3β,17β,19-tri(triphenylsiloxy)-5α-androstane), C(C)(=O)O.OC[C@]12CC[C@@H](C[C@@H]1CC[C@H]1[C@@H]3CCC([C@@]3(C)CC[C@H]21)=O)O[Si](C2=CC=CC=C2)(C2=CC=CC=C2)C2=CC=CC=C2 (19-hydroxy-3β-triphenylsiloxy-5α-androstan-17-one acetate), C(C)(=O)O.OC1C[C@@H]2CC[C@H]3[C@@H]4CCC([C@@]4(C)CC[C@@H]3[C@]2(CC1)CO[Si](C1=CC=CC=C1)(C1=CC=CC=C1)C1=CC=CC=C1)=O (3-hydroxy-19-triphenylsiloxy-5α-androstan-17-one acetate). RXN SMILES: [CH3:1][C@:2]12[CH2:20][CH2:19][C@H:18]3[C@@H:7]([CH2:8][CH2:9][C@@H:10]4[C@:15]3([CH2:16][OH:17])[CH2:14][CH2:13][C@H:12]([OH:21])[CH2:11]4)[C@@H:6]1[CH2:5][CH2:4][C@@H:3]2[OH:22].C[C@@H:24]1[C@@:41]2([CH2:42][O:43][Si:44]([C:57]3[CH:62]=[CH:61][CH:60]=[CH:59][CH:58]=3)([C:51]3[CH:56]=[CH:55][CH:54]=[CH:53][CH:52]=3)[C:45]3[CH:50]=[CH:49][CH:48]=[CH:47][CH:46]=3)[C@@H:28]([CH2:29][C@@H:30](C)[C@@H:31]3[C@@H:40]2[CH2:39][CH2:38][C@@:36]2([CH3:37])[C@H:32]3[CH2:33][CH2:34][C@@H:35]2[O:63][Si:64]([C:77]2[CH:82]=[CH:81][CH:80]=[CH:79][CH:78]=2)([C:71]2[CH:76]=[CH:75][CH:74]=[CH:73][CH:72]=2)[C:65]2[CH:70]=[CH:69][CH:68]=[CH:67][CH:66]=2)[CH2:27][C:26](=[O:84])[CH2:25]1>>[C:51]1([Si:44]([C:57]2[CH:62]=[CH:61][CH:60]=[CH:59][CH:58]=2)([C:45]2[CH:50]=[CH:49][CH:48]=[CH:47][CH:46]=2)[O:21][C@H:12]2[CH2:13][CH2:14][C@@:15]3([CH2:16][O:17][Si:44]([C:51]4[CH:56]=[CH:55][CH:54]=[CH:53][CH:52]=4)([C:57]4[CH:62]=[CH:61][CH:60]=[CH:59][CH:58]=4)[C:45]4[CH:50]=[CH:49][CH:48]=[CH:47][CH:46]=4)[C@@H:10]([CH2:9][CH2:8][C@@H:7]4[C@@H:18]3[CH2:19][CH2:20][C@@:2]3([CH3:1])[C@H:6]4[CH2:5][CH2:4][C@@H:3]3[O:22][Si:64]([C:65]3[CH:66]=[CH:67][CH:68]=[CH:69][CH:70]=3)([C:71]3[CH:72]=[CH:73][CH:74]=[CH:75][CH:76]=3)[C:77]3[CH:78]=[CH:79][CH:80]=[CH:81][CH:82]=3)[CH2:11]2)[CH:56]=[CH:55][CH:54]=[CH:53][CH:52]=1.[C:42]([OH:43])(=[O:17])[CH3:41].[OH:17][CH2:16][C@@:15]12[C@@H:18]3[C@H:7]([C@H:6]4[C@@:2]([CH2:20][CH2:19]3)([CH3:1])[C:3](=[O:22])[CH2:4][CH2:5]4)[CH2:8][CH2:9][C@H:10]1[CH2:11][C@@H:35]([O:63][Si:64]([C:71]1[CH:72]=[CH:73][CH:74]=[CH:75][CH:76]=1)([C:77]1[CH:82]=[CH:81][CH:80]=[CH:79][CH:78]=1)[C:65]1[CH:70]=[CH:69][CH:68]=[CH:67][CH:66]=1)[CH2:13][CH2:14]2.[C:16]([OH:17])(=[O:43])[CH3:15].[OH:84][CH:26]1[CH2:25][CH2:24][C@@:41]2([CH2:42][O:43][Si:44]([C:45]3[CH:50]=[CH:49][CH:48]=[CH:47][CH:46]=3)([C:51]3[CH:56]=[CH:55][CH:54]=[CH:53][CH:52]=3)[C:57]3[CH:58]=[CH:59][CH:60]=[CH:61][CH:62]=3)[C@@H:28]([CH2:29][CH2:30][C@@H:31]3[C@@H:40]2[CH2:39][CH2:38][C@@:36]2([CH3:37])[C@H:32]3[CH2:33][CH2:34][C:35]2=[O:63])[CH2:27]1 |f:3.4,5.6|. Procedure details: Substituting 5α-androstane-3β,17β,19-triol, 3β,19-dihydroxy-5α-androstan-17-one 19-acetate and 3β,19-dihydroxy-5α-androstan-17-one 3-acetate for the 17β,19-dihydroxy-1α,7α-dimethyl-5α-androstan-3-one above results in the preparation of 3β,17β,19-tri(triphenylsiloxy)-5α-androstane, 19-hydroxy-3β-triphenylsiloxy-5α-androstan-17-one acetate and 3-hydroxy-19-triphenylsiloxy-5α-androstan-17-one acetate, respectively.